Dataset: the Open Reaction Database (ORD), a public repository of structured organic reaction records. Task: describe an organic reaction: reactants, conditions, products, and yield Reactants: [H-].[Na+] (sodium hydride), COC1=CC=C(C=C1)C1OC2(CCN(CC2)C)C2=CC=CC=C12 (1,3-dihydro-3-p-methoxyphenyl-1'-methylspiro[isobenzofuran-1,4'-piperidine]), ice water, Cl (hydrochloric acid), C(C)S (ethanethiol). Solvent: CN(C=O)C (dimethylformamide). Product: OC1=CC=C(C=C1)C1OC2(CCN(CC2)C)C2=CC=CC=C12 (1,3-Dihydro-3-p-hydroxyphenyl-1'-methylspiro[isobenzofuran-1,4'-piperidine]). As a reaction SMILES: C[O:2][C:3]1[CH:8]=[CH:7][C:6]([CH:9]2[C:23]3[C:18](=[CH:19][CH:20]=[CH:21][CH:22]=3)[C:11]3([CH2:16][CH2:15][N:14]([CH3:17])[CH2:13][CH2:12]3)[O:10]2)=[CH:5][CH:4]=1.[H-].[Na+].C(S)C.Cl>CN(C)C=O>[OH:2][C:3]1[CH:4]=[CH:5][C:6]([CH:9]2[C:23]3[C:18](=[CH:19][CH:20]=[CH:21][CH:22]=3)[C:11]3([CH2:16][CH2:15][N:14]([CH3:17])[CH2:13][CH2:12]3)[O:10]2)=[CH:7][CH:8]=1 |f:1.2|. Procedure: A mixture of 1.0 g. of 1,3-dihydro-3-p-methoxyphenyl-1'-methylspiro[isobenzofuran-1,4'-piperidine] (Example 12), 1.0 g. of a 57% sodium hydride dispersion, and dimethylformamide is stirred under nitrogen. To the stirring mixture is rapidly added 2.0 ml. of ethanethiol. The mixture is refluxed under nitrogen for 4 hours, cooled, poured into ice-water, and acidified with 1N hydrochloric acid. The product is collected, dried, and dissolved in boiling dimethyl sulfoxide, and the solution is filtered... The reactants are CC(=CCO)CCCC(C)CCCC(C)CCCC(C)C, CCO. Product: CC(C)CCCC(C)CCCC(C)CCCC(C)CCO. RXN SMILES: [CH3:1][CH:2]([CH3:3])[CH2:4][CH2:5][CH2:6][CH:7]([CH3:8])[CH2:9][CH2:10][CH2:11][CH:12]([CH3:13])[CH2:14][CH2:15][CH2:16][C:17]([CH3:18])=[CH:19][CH2:20][OH:21].[CH3:22][CH2:23][OH:24]>>[CH3:1][CH:2]([CH3:3])[CH2:4][CH2:5][CH2:6][CH:7]([CH3:8])[CH2:9][CH2:10][CH2:11][CH:12]([CH3:13])[CH2:14][CH2:15][CH2:16][CH:17]([CH3:18])[CH2:19][CH2:20][OH:21]. Reaction conditions: time 3 hour. The reactants are O (water), [OH-].[K+] (potassium hydroxide), C(#N)C1C=2N(CCCC1)C=CC2 (9-cyano-5,6,7,8-tetrahydro-9H-pyrrolo[1,2-a]azepine), O (water). Procedure details: A solution of potassium hydroxide (2.02 g) in water (1.2 ml.) is added to a solution of 9-cyano-5,6,7,8-tetrahydro-9H-pyrrolo[1,2-a]azepine (1.0 g., 0.006 moles) in ethylene glycol (11 ml.) at 5°. The solution thus obtained is placed in an oil bath at 118° and after 3 hours the cooled solution is poured into water (50 ml.). The aqueous alkaline phase is extracted with ether (20 ml.) the aqueous phase is made acidic to pH-2 with concentrated hydrochloric acid at 5°. The product is extracted into ... Product: C=1C=CN2C1C(CCCC2)C(=O)O (5,6,7,8-tetrahydro-9H-pyrrolo[1,2,a]azepine-9-carboxylic acid). The yield is 92.0%. Solvent: C(CO)O (ethylene glycol). Reaction SMILES: [OH-:1].[K+].[C:3]([CH:5]1[CH2:11][CH2:10][CH2:9][CH2:8][N:7]2[CH:12]=[CH:13][CH:14]=[C:6]12)#N.[OH2:15]>C(O)CO>[CH:14]1[CH:13]=[CH:12][N:7]2[CH2:8][CH2:9][CH2:10][CH2:11][CH:5]([C:3]([OH:15])=[O:1])[C:6]=12 |f:0.1|. Starting materials: [Cl-].[NH4+] (ammonium chloride), BrC=1C=C2C(=CC1)N(CC21CN(CC1)C(=O)OC(C)(C)C)C(=O)OCC[Si](C)(C)C (1-(2-(trimethylsilyl)ethyl) 1′-tert-butyl 5-bromospiro[indoline-3,3′-pyrrolidine]-1,1′-dicarboxylate), COC=1C=CC=C(C1C=2C=CC=CC2P(C3CCCCC3)C4CCCCC4)OC (S-Phos), [Br-].C(C)OC(CCC[Zn+])=O (4-ethoxy-4-oxobutylzinc bromide). Reagents/catalysts: C(C)(=O)[O-].C(C)(=O)[O-].[Pd+2] (palladium diacetate). The solvent is O1CCCC1 (tetrahydrofuran). Conditions: time 14 hour. The product is C(C)OC(CCCC=1C=C2C(=CC1)N(CC21CN(CC1)C(=O)OC(C)(C)C)C(=O)OCC[Si](C)(C)C)=O (1-(2-(trimethylsilyl)ethyl) 1′-tert-butyl 5-(4-ethoxy-4-oxobutyl)spiro[indoline-3,3′-pyrrolidine]-1,1′-dicarboxylate). Isolated yield 70.0%. As a reaction SMILES: Br[C:2]1[CH:3]=[C:4]2[C:10]3([CH2:14][CH2:13][N:12]([C:15]([O:17][C:18]([CH3:21])([CH3:20])[CH3:19])=[O:16])[CH2:11]3)[CH2:9][N:8]([C:22]([O:24][CH2:25][CH2:26][Si:27]([CH3:30])([CH3:29])[CH3:28])=[O:23])[C:5]2=[CH:6][CH:7]=1.COC1C=CC=C(OC)C=1C1C=CC=CC=1P(C1CCCCC1)C1CCCCC1.[Br-].[CH2:61]([O:63][C:64](=[O:69])[CH2:65][CH2:66][CH2:67][Zn+])[CH3:62].[Cl-].[NH4+]>O1CCCC1.C([O-])(=O)C.C([O-])(=O)C.[Pd+2]>[CH2:61]([O:63][C:64](=[O:69])[CH2:65][CH2:66][CH2:67][C:2]1[CH:3]=[C:4]2[C:10]3([CH2:14][CH2:13][N:12]([C:15]([O:17][C:18]([CH3:21])([CH3:19])[CH3:20])=[O:16])[CH2:11]3)[CH2:9][N:8]([C:22]([O:24][CH2:25][CH2:26][Si:27]([CH3:30])([CH3:29])[CH3:28])=[O:23])[C:5]2=[CH:6][CH:7]=1)[CH3:62] |f:2.3,4.5,7.8.9|. Procedure: The 1-(2-(trimethylsilyl)ethyl) 1′-tert-butyl 5-bromospiro[indoline-3,3′-pyrrolidine]-1,1′-dicarboxylate (100 mg, 0.201 mmol) obtained in Step 2 of Example 383 was dissolved in tetrahydrofuran (1.5 mL). Thereafter, palladium diacetate (10.0 mg, 0.045 mmol), S-Phos (33.0 mg, 0.080 mmol), and 4-ethoxy-4-oxobutylzinc bromide (0.5 M tetrahydrofuran solution, 0.5 mL) were added to the above obtained solution at room temperature, and the thus obtained mixture was then stirred at room temperature for 1... The reactants are [BH4-], CCOP(=O)(OCC)C(C#N)=CC1CCOCC1, CCOC(C)=O, CO, [Na+], [Na+], [OH-]. The product is CCOP(=O)(OCC)C(C#N)CC1CCOCC1. RXN SMILES: [BH4-:19].[CH2:1]([CH3:2])[O:3][P:4]([O:5][CH2:6][CH3:7])(=[O:8])[C:9](=[CH:10][CH:11]1[CH2:12][CH2:13][O:14][CH2:15][CH2:16]1)[C:17]#[N:18].[CH3:23][CH2:24][O:25][C:26](=[O:27])[CH3:28].[CH3:29][OH:30].[Na+:20].[Na+:22].[OH-:21]>>[CH2:1]([CH3:2])[O:3][P:4]([O:5][CH2:6][CH3:7])(=[O:8])[CH:9]([CH2:10][CH:11]1[CH2:12][CH2:13][O:14][CH2:15][CH2:16]1)[C:17]#[N:18]. The reactants are [Li]CCCC, CCCCc1nc(=O)c2cc(C=O)ccc2[nH]1, C1CCOC1, [PH4+]. The product is C=Cc1ccc2[nH]c(CCCC)nc(=O)c2c1. Reaction SMILES: [CH2:1]([Li:2])[CH2:3][CH2:4][CH3:5].[CH2:7]([CH2:8][CH2:9][CH3:10])[c:11]1[nH:12][c:13]2[cH:14][cH:15][c:16]([CH:22]=[O:23])[cH:17][c:18]2[c:19](=[O:21])[n:20]1.[O:24]1[CH2:25][CH2:26][CH2:27][CH2:28]1.[PH4+:6]>>[CH2:1]=[CH:22][c:16]1[cH:15][cH:14][c:13]2[nH:12][c:11]([CH2:7][CH2:8][CH2:9][CH3:10])[n:20][c:19](=[O:21])[c:18]2[cH:17]1. Reactants: C(C)(C)OP(=O)(OC(C)C)COCN1C2=NC(=NC(=C2N=C1CCCN=[N+]=[N-])NOC)C(C1=CC=CC=C1)(C1=CC=CC=C1)C1=CC=CC=C1 ((±)-9-[1-[(Diisopropylphosphono)methoxy]methyl][(3-azido)propyl]-N6-monomethoxytrityladenine), C1(=CC=CC=C1)P(C1=CC=CC=C1)C1=CC=CC=C1 (triphenylphosphine). The solvent is O (H2O), C1CCOC1 (THF), O (water). Conditions: time 14 hour. Yields the product C(C)(C)OP(=O)(OC(C)C)COCN1C2=NC(=NC(=C2N=C1CCCN)NOC)C(C1=CC=CC=C1)(C1=CC=CC=C1)C1=CC=CC=C1 ((±)-9-[1-[(Diisopropylphosphono)methoxy]methyl][(3-amino)propyl]-N6-monomethoxytrityladenine). Reaction SMILES: [CH:1]([O:4][P:5]([CH2:11][O:12][CH2:13][N:14]1[C:22]([CH2:23][CH2:24][CH2:25][N:26]=[N+]=[N-])=[N:21][C:20]2[C:15]1=[N:16][C:17]([C:32]([C:45]1[CH:50]=[CH:49][CH:48]=[CH:47][CH:46]=1)([C:39]1[CH:44]=[CH:43][CH:42]=[CH:41][CH:40]=1)[C:33]1[CH:38]=[CH:37][CH:36]=[CH:35][CH:34]=1)=[N:18][C:19]=2[NH:29][O:30][CH3:31])([O:7][CH:8]([CH3:10])[CH3:9])=[O:6])([CH3:3])[CH3:2].C1(P(C2C=CC=CC=2)C2C=CC=CC=2)C=CC=CC=1>C1COCC1.O>[CH:8]([O:7][P:5]([CH2:11][O:12][CH2:13][N:14]1[C:22]([CH2:23][CH2:24][CH2:25][NH2:26])=[N:21][C:20]2[C:15]1=[N:16][C:17]([C:32]([C:33]1[CH:34]=[CH:35][CH:36]=[CH:37][CH:38]=1)([C:45]1[CH:46]=[CH:47][CH:48]=[CH:49][CH:50]=1)[C:39]1[CH:40]=[CH:41][CH:42]=[CH:43][CH:44]=1)=[N:18][C:19]=2[NH:29][O:30][CH3:31])([O:4][CH:1]([CH3:3])[CH3:2])=[O:6])([CH3:9])[CH3:10]. Reported procedure: A mixture of 38 (805 mg, 1.15 mmol) in THF (8 mL) and water (1.6 mL) is treated with triphenylphosphine (640 mg, 2.44 mmol) and stirred at room temperature for 14 h. The reaction mixture is concentrated and purified on silica gel column using chloroform:CMA-80 (1:0 to 1:1) as eluent to give 660 mg (85%) as a white solid: 1H NMR (DMSO-d6): δ 8.09 (s, 1H), 7.72 (s, 1H), 7.17-7.00 (m, 13H), 6.67 (d, J=9.0 Hz, 2H), 4.70-4.59 (m, 1H), 4.28-4.16 (m, 2H), 3.95 (t, J=9.2 Hz, 1H), 3.68-3.45 (m, 3H), 3.54... The reactants are [Cl-].[NH4+] (ammonium chloride), Cl (hydrochloric acid), [Na] (sodium), C(C1=CC=CC=C1)SC=1N(C(=CN1)C(=O)O)C1=C(C=CC=C1CC)CC (2-benzylthio-1-(2,6-diethylphenyl)-imidazole-5-carboxylic acid), N (ammonia). The solvent is O (water), liquid. Conditions: time 1 hour. The product is C(C)C1=C(C(=CC=C1)CC)N1C(=NC=C1C(=O)O)S (1-(2,6-diethylphenyl)-2-mercaptoimidazole-5-carboxylic acid). RXN SMILES: [Na].C([S:9][C:10]1[N:11]([C:18]2[C:23]([CH2:24][CH3:25])=[CH:22][CH:21]=[CH:20][C:19]=2[CH2:26][CH3:27])[C:12]([C:15]([OH:17])=[O:16])=[CH:13][N:14]=1)C1C=CC=CC=1.N.[Cl-].[NH4+].Cl>O>[CH2:26]([C:19]1[CH:20]=[CH:21][CH:22]=[C:23]([CH2:24][CH3:25])[C:18]=1[N:11]1[C:12]([C:15]([OH:17])=[O:16])=[CH:13][N:14]=[C:10]1[SH:9])[CH3:27] |f:3.4,^1:0|. Procedure details: 2.3 g (0.1 mol) of sodium were added in portions to a suspension of 5 g (0.014 mol) of 2-benzylthio-1-(2,6-diethylphenyl)-imidazole-5-carboxylic acid in 50 ml of liquid ammonia at -40° to -50° C. After 1 hour, 6 g of ammonium chloride were added at the same temperature, and the mixture was allowed to warm up to room temperature overnight. The residue was taken up in 200 ml of water, and the solution was acidified to pH 3 with semiconcentrated hydrochloric acid and filtered under suction. 3.0 g (...